This data is from the Open Reaction Database (ORD), a public repository of structured organic reaction records. The task is: describe an organic reaction: reactants, conditions, products, and yield The reactants are C(C)(C)(C)OCC(=O)[O-] (2-(tert-butoxy)acetate), C(C=C)OC1(CCN(CC1)C1=C(C(=NC=2N1N=C(C2)C=2C=C(C=CC2)C2=C(C=CC(=C2)Cl)O)C)C(C(=O)OC)OC(C)(C)C)C (methyl 2-(7-(4-(allyloxy)-4-methylpiperidin-1-yl)-2-(5′-chloro-2′-hydroxy-[1,1′-biphenyl]-3-yl)-5-methylpyrazolo[1,5-a]pyrimidin-6-yl)-2-(tert-butoxy)acetate). Yields the product C(C=C)OC1(CCN(CC1)C1=C(C(=NC=2N1N=C(C2)C=2C=C(C=CC2)C2=C(C=CC(=C2)Cl)O)C)[C@@H](C(=O)OC)OC(C)(C)C)C ((S)-Methyl 2-(7-(4-(allyloxy)-4-methylpiperidin-1-yl)-2-(5′-chloro-2′-hydroxy-[1,1′-biphenyl]-3-yl)-5-methylpyrazolo[1,5-a]pyrimidin-6-yl)-2-(tert-butoxy)acetate). As a reaction SMILES: C(OCC([O-])=O)(C)(C)C.[CH2:10]([O:13][C:14]1([CH3:54])[CH2:19][CH2:18][N:17]([C:20]2[N:25]3[N:26]=[C:27]([C:29]4[CH:30]=[C:31]([C:35]5[CH:40]=[C:39]([Cl:41])[CH:38]=[CH:37][C:36]=5[OH:42])[CH:32]=[CH:33][CH:34]=4)[CH:28]=[C:24]3[N:23]=[C:22]([CH3:43])[C:21]=2[CH:44]([O:49][C:50]([CH3:53])([CH3:52])[CH3:51])[C:45]([O:47][CH3:48])=[O:46])[CH2:16][CH2:15]1)[CH:11]=[CH2:12]>>[CH2:10]([O:13][C:14]1([CH3:54])[CH2:15][CH2:16][N:17]([C:20]2[N:25]3[N:26]=[C:27]([C:29]4[CH:30]=[C:31]([C:35]5[CH:40]=[C:39]([Cl:41])[CH:38]=[CH:37][C:36]=5[OH:42])[CH:32]=[CH:33][CH:34]=4)[CH:28]=[C:24]3[N:23]=[C:22]([CH3:43])[C:21]=2[C@H:44]([O:49][C:50]([CH3:53])([CH3:52])[CH3:51])[C:45]([O:47][CH3:48])=[O:46])[CH2:18][CH2:19]1)[CH:11]=[CH2:12]. Reported procedure: (S)-Methyl 2-(7-(4-(allyloxy)-4-methylpiperidin-1-yl)-2-(5′-chloro-2′4(S)-pent-4-en-2-yloxy)-[1,1′-biphenyl]-3-yl)-5-methylpyrazolo[1,5-a]pyrimidin-6-yl)-2-(tert-butoxy)acetate: Prepared from S)-methyl 2-(7-(4-(allyloxy)-4-methylpiperidin-1-yl)-2-(5′-chloro-2′-hydroxy-[1,1′-biphenyl]-3-yl)-5-methylpyrazolo[1,5-a]pyrimidin-6-yl)-2-(tert-butoxy)acetate using the same procedure as intermediate 169 in 94% yield. LCMS (M+1)=701.35. Reactants: BrC1=C(C=NN1C(C)C)CC1(CCN(CC1)C(=O)OC(C)(C)C)C(=O)OCC (1-tert-butyl 4-ethyl 4-((5-bromo-1-isopropyl-1H-pyrazol-4-yl)methyl)piperidine-1,4-dicarboxylate), [OH-].[Li+] (lithium hydroxide), [OH-].[Li+] (lithium hydroxide). Solvent: CO (methanol). Conditions: temperature 80 celsius, time 18 hour. The product is BrC1=C(C=NN1C(C)C)CC1(CCN(CC1)C(=O)OC(C)(C)C)C(=O)O (4-((5-bromo-1-isopropyl-1H-pyrazol-4-yl)methyl)-1-(tert-butoxycarbonyl)piperidine-4-carboxylic acid). The yield is 74.3%. Reaction SMILES: [Br:1][C:2]1[N:6]([CH:7]([CH3:9])[CH3:8])[N:5]=[CH:4][C:3]=1[CH2:10][C:11]1([C:24]([O:26]CC)=[O:25])[CH2:16][CH2:15][N:14]([C:17]([O:19][C:20]([CH3:23])([CH3:22])[CH3:21])=[O:18])[CH2:13][CH2:12]1.[OH-].[Li+]>CO>[Br:1][C:2]1[N:6]([CH:7]([CH3:8])[CH3:9])[N:5]=[CH:4][C:3]=1[CH2:10][C:11]1([C:24]([OH:26])=[O:25])[CH2:16][CH2:15][N:14]([C:17]([O:19][C:20]([CH3:22])([CH3:21])[CH3:23])=[O:18])[CH2:13][CH2:12]1 |f:1.2|. Procedure details: To a solution of 1-tert-butyl 4-ethyl 4-((5-bromo-1-isopropyl-1H-pyrazol-4-yl)methyl)piperidine-1,4-dicarboxylate (14.5 g, 31.6 mmol) in methanol (50 mL) was added lithium hydroxide (1.52 g, 36.2 mmol) and the mixture was stirred at 80° C. for 18 hours. An additional portion of lithium hydroxide (2.55 g, 63.3 mmol) was added and the mixture was heated under vigorous reflux for 3 hours, cooled to room temperature, the solvent was removed in vacuo. The residue was washed with ethyl acetate, filter... The reactants are O=C[C@H](O)[C@@H](O)[C@H](O)[C@H](O)C(=O)O (D-glucuronic acid), CO (methanol), N[C@@H](CCC(=O)O)C(=O)O (L-(+)-glutamic acid), 70. Reagents/catalysts: [Ni] (Raney nickel). Run in O (water). Yields the product C(=O)(O)C(C(C(C(CN[C@@H](CCC(=O)O)C(=O)O)O)O)O)O (N-(5-carboxy-2,3,4,5-tetrahydroxy-pentyl)-L-(+)-glutamic acid). As a reaction SMILES: O=[CH:2][C@@H:3]([C@H:5]([C@@H:7]([C@@H:9]([C:11]([OH:13])=[O:12])[OH:10])[OH:8])[OH:6])[OH:4].[NH2:14][C@H:15]([C:21]([OH:23])=[O:22])[CH2:16][CH2:17][C:18]([OH:20])=[O:19].CO>[Ni].O>[C:11]([CH:9]([OH:10])[CH:7]([OH:8])[CH:5]([OH:6])[CH:3]([OH:4])[CH2:2][NH:14][C@H:15]([C:21]([OH:23])=[O:22])[CH2:16][CH2:17][C:18]([OH:20])=[O:19])([OH:13])=[O:12]. Reported procedure: As starting material D-glucuronic acid and L-(+)-glutamic acid were used. The reductive amination was carried out using Raney nickel as a catalyst and heating for 2 hours to 50° C. and for 4 hours to 70° C. The product obtained had a melting point of 90° C. (with sintering) an RF -value of 0.70 (determined on DC-finished plates of silica gel G (Merck) with a transporting liquid made up of 70 parts by volume of methanol and 30 parts by volume of water). The product is COC(OC)C(NC(=O)OCc1ccccc1)C(C)C. The reactants are CC(C)C(C=O)NC(=O)OCc1ccccc1, Cc1ccc(S(=O)(=O)O)cc1, CO, COC(OC)OC. As a reaction SMILES: [CH2:1]([c:2]1[cH:3][cH:4][cH:5][cH:6][cH:7]1)[O:8][C:9](=[O:10])[NH:11][CH:12]([CH:13]([CH3:14])[CH3:15])[CH:16]=[O:17].[CH3:25][c:26]1[cH:27][cH:28][c:29]([S:30](=[O:31])(=[O:32])[OH:33])[cH:34][cH:35]1.[CH3:36][OH:37].[CH:18]([O:19][CH3:20])([O:21][CH3:22])[O:23][CH3:24]>>[CH2:1]([c:2]1[cH:3][cH:4][cH:5][cH:6][cH:7]1)[O:8][C:9](=[O:10])[NH:11][CH:12]([CH:13]([CH3:14])[CH3:15])[CH:18]([O:21][CH3:22])[O:23][CH3:24]. Reactants: O=C(O)COc1ccccc1Cc1ccccc1, CC(C)NNC(=O)c1ccccc1, CCN(C(C)C)C(C)C, CN(C)C=O. Product: CC(C)N(NC(=O)c1ccccc1)C(=O)COc1ccccc1Cc1ccccc1. Reaction SMILES: [CH2:1]([c:2]1[cH:3][cH:4][cH:5][cH:6][cH:7]1)[c:8]1[c:9]([O:10][CH2:11][C:12](=[O:13])[OH:14])[cH:15][cH:16][cH:17][cH:18]1.[CH:19]([CH3:20])([CH3:21])[NH:22][NH:23][C:24]([c:25]1[cH:26][cH:27][cH:28][cH:29][cH:30]1)=[O:31].[CH:32]([N:33]([CH:34]([CH3:35])[CH3:36])[CH2:37][CH3:38])([CH3:39])[CH3:40].[O:41]=[CH:42][N:43]([CH3:44])[CH3:45]>>[CH2:1]([c:2]1[cH:3][cH:4][cH:5][cH:6][cH:7]1)[c:8]1[c:9]([O:10][CH2:11][C:12](=[O:14])[N:22]([CH:19]([CH3:20])[CH3:21])[NH:23][C:24]([c:25]2[cH:26][cH:27][cH:28][cH:29][cH:30]2)=[O:31])[cH:15][cH:16][cH:17][cH:18]1. The reactants are O (water), BrCC(=O)C=1OC2=C(C1)C=C(C(=C2C)C)OC(C)=O (2-bromo-1-(5-acetoxy-6,7-dimethyl-benzofuran-2-yl)-ethanone), CNC(C)O (methylaminoethanol), C([O-])([O-])=O.[K+].[K+] (potassium carbonate). The solvent is CC(=O)C (acetone). Conditions: time 1 hour. Yields the product OC=1C(=C(C2=C(C=C(O2)C2(CN(CCO2)C)O)C1)C)C (2-(5-hydroxy-6,7-dimethyl-benzofuran-2-yl)-4-methyl-morpholin-2-ol). Isolated yield 78.2%. RXN SMILES: Br[CH2:2][C:3]([C:5]1[O:6][C:7]2[C:13]([CH3:14])=[C:12]([CH3:15])[C:11]([O:16]C(=O)C)=[CH:10][C:8]=2[CH:9]=1)=[O:4].[CH3:20][NH:21][CH:22](O)[CH3:23].C(=O)([O-])[O-:26].[K+].[K+].O>CC(C)=O>[OH:16][C:11]1[C:12]([CH3:15])=[C:13]([CH3:14])[C:7]2[O:6][C:5]([C:3]3([OH:4])[O:26][CH2:23][CH2:22][N:21]([CH3:20])[CH2:2]3)=[CH:9][C:8]=2[CH:10]=1 |f:2.3.4|. Procedure: A mixture of 2-bromo-1-(5-acetoxy-6,7-dimethyl-benzofuran-2-yl)-ethanone (30 mg), methylaminoethanol (7 mg), and potassium carbonate (20 mg) in acetone (10 mL) was stirred at RT for 1 h. The mixture was poured into water and extracted with ethylacetate. The organic layer was dried and evaporated followed by purification by silica gel column chromatography eluting with 5% MeOH in DCM to give 20 mg of 2-(5-hydroxy-6,7-dimethyl-benzofuran-2-yl)-4-methyl-morpholin-2-ol as an oil, and was converted i... RXN SMILES: [Cl:1][C:2]1[CH:3]=[C:4]([C:9]2[CH2:10][CH2:11][C:12](=[O:15])[NH:13][N:14]=2)[CH:5]=[CH:6][C:7]=1[OH:8].[H-].[Na+].Br[CH2:19][C:20]([O:22][CH2:23][CH3:24])=[O:21]>CN(C)C=O>[Cl:1][C:2]1[CH:3]=[C:4]([C:9]2[CH2:10][CH2:11][C:12](=[O:15])[NH:13][N:14]=2)[CH:5]=[CH:6][C:7]=1[O:8][CH2:19][C:20]([O:22][CH2:23][CH3:24])=[O:21] |f:1.2|. The reactants are BrCC(=O)OCC (ethyl bromoacetate), [H-].[Na+] (sodium hydride), ClC=1C=C(C=CC1O)C=1CCC(NN1)=O (6-(3-chloro-4-hydroxyphenyl)-4,5-dihydro-3(2H)-pyridazinone). The solvent is CN(C=O)C (dimethylformamide), CN(C=O)C (dimethylformamide). Product: ClC=1C=C(C=CC1OCC(=O)OCC)C=1CCC(NN1)=O (6-[3-Chloro-4-(ethoxycarbonylmethoxy)phenyl]-4,5-dihydro-3(2H)-pyridazinone). Reported procedure: 1.79 g of 6-(3-chloro-4-hydroxyphenyl)-4,5-dihydro-3(2H)-pyridazinone (prepared as in Preparation 8) was dissolved in 15 ml of anhydrous dimethylformamide. 0.35 g of a 55% w/w suspension of sodium hydride in mineral oil was added, and the solution was stirred for 1 hour. To this solution, was added, whilst ice-cooling, 1 ml of a dimethylformamide solution containing 1.34 g of ethyl bromoacetate, and the mixture was stirred for 1 hour at room temperature and then for 3 hours at 80° C. At the end ... Conditions: time 1 hour. Reactants: S(O)(O)(=O)=O (sulfuric acid), alcohol, C(C(F)(F)F)(C(F)(F)F)O ((CF3)2CHOH), COC(C(F)(F)F)O (trifluoroacetaldehyde methyl hemiacetal). Run at temperature 0 celsius. Yields the product C(F)(F)(F)C(O)OC(C(F)(F)F)C(F)(F)F (CF3CH(OH)OCH(CF3)2). RXN SMILES: S(=O)(=O)(O)O.[CH:6]([OH:15])([C:11]([F:14])([F:13])[F:12])[C:7]([F:10])([F:9])[F:8].C[O:17][CH:18](O)[C:19]([F:22])([F:21])[F:20]>>[C:19]([CH:18]([O:15][CH:6]([C:11]([F:14])([F:13])[F:12])[C:7]([F:10])([F:9])[F:8])[OH:17])([F:22])([F:21])[F:20]. Procedure: This reaction was carried out in essentially the same manner as described in Example 1 using charges of sulfuric acid (175 g), (CF3)2CHOH (70.6 g, 0.42 mole, Synquest Labs) and trifluoroacetaldehyde methyl hemiacetal (Alfa Aesar, 50 g, 90% purity, 0.346 mole). In this case the receiver was cooled in an ice water bath to about 0° C. to avoid solidification of the alcohol. The receiver had gained 8.6 g in weight and this solution was used without purification in the next step.